Dataset: the Open Reaction Database (ORD), a public repository of structured organic reaction records. Task: describe an organic reaction: reactants, conditions, products, and yield Reaction SMILES: [CH3:19][N:20]([CH2:21][N:22]([CH3:23])[CH3:24])[CH3:25].[CH3:26][C:27]([O:28][C:29](=[O:30])[CH3:31])=[O:32].[CH3:34][S:35](=[O:36])[CH3:37].[F:1][c:2]1[c:3]([CH2:11][C:12](=[O:13])[O:14][C:15]([CH3:16])([CH3:17])[CH3:18])[cH:4][cH:5][c:6]([N+:8](=[O:9])[O-:10])[cH:7]1.[OH2:33]>>[F:1][c:2]1[c:3]([C:11]([C:12](=[O:13])[O:14][C:15]([CH3:16])([CH3:17])[CH3:18])=[CH2:19])[cH:4][cH:5][c:6]([N+:8](=[O:9])[O-:10])[cH:7]1. The product is C=C(C(=O)OC(C)(C)C)c1ccc([N+](=O)[O-])cc1F. The reactants are CN(C)CN(C)C, CC(=O)OC(C)=O, CS(C)=O, CC(C)(C)OC(=O)Cc1ccc([N+](=O)[O-])cc1F, O. The reactants are COC(C(Br)C1=C(C=C(C=C1)Cl)C(=O)OC)=O (2-(4-chloro-2-methoxycarbonyl-phenyl)-2-bromo-acetic acid methyl ester), OC1=C(C#N)C=C(C=C1)OC (2-hydroxy-5-methoxy-benzonitrile), OC1=C(C#N)C=CC=C1 (2-hydroxy-benzonitrile), COC(C(Br)C1=C(C=CC=C1)C(=O)OC)=O (2-(2-methoxycarbonyl-phenyl)-2-bromo-acetic acid methyl ester). Yields the product OC1=NC2=C(C3=CC=CC=C13)OC1=C2C=C(C=C1)OC (5-hydroxyl-8-methoxy-benzofuro[3,2-c]isoquinoline). RXN SMILES: COC(=O)[CH:4]([C:6]1[CH:11]=[CH:10][C:9](Cl)=[CH:8][C:7]=1[C:13](OC)=[O:14])Br.OC1C=CC=CC=1C#N.COC(=O)C(C1C=CC=CC=1C(OC)=O)Br.[OH:43][C:44]1[CH:51]=[CH:50][C:49]([O:52][CH3:53])=[CH:48][C:45]=1[C:46]#[N:47]>>[OH:14][C:13]1[C:7]2[C:6](=[CH:11][CH:10]=[CH:9][CH:8]=2)[C:4]2[O:43][C:44]3[CH:51]=[CH:50][C:49]([O:52][CH3:53])=[CH:48][C:45]=3[C:46]=2[N:47]=1. Procedure details: The procedure was similar to step S19B, while the starting material 19A and 2-hydroxy-benzonitrile were replaced with 21A and 2-hydroxy-5-methoxy-benzonitrile, respectively. Starting materials: ClCCCl, O=C(O)c1n[nH]cc1NC(=O)c1c(Cl)cccc1Cl, CC(C)(C)OC(=O)N1CCC(N)CC1, CN(C)C=O, On1nnc2ccccc21. The product is CC(C)(C)OC(=O)N1CCC(NC(=O)c2n[nH]cc2NC(=O)c2c(Cl)cccc2Cl)CC1. RXN SMILES: [CH2:34]([Cl:35])[CH2:36][Cl:37].[Cl:1][c:2]1[c:3]([C:4](=[O:5])[NH:6][c:7]2[c:8]([C:12](=[O:13])[OH:14])[n:9][nH:10][cH:11]2)[c:15]([Cl:19])[cH:16][cH:17][cH:18]1.[NH2:20][CH:21]1[CH2:22][CH2:23][N:24]([C:27](=[O:28])[O:29][C:30]([CH3:31])([CH3:32])[CH3:33])[CH2:25][CH2:26]1.[O:48]=[CH:49][N:50]([CH3:51])[CH3:52].[OH:38][n:39]1[c:40]2[c:41]([cH:42][cH:43][cH:44][cH:45]2)[n:46][n:47]1>>[Cl:1][c:2]1[c:3]([C:4](=[O:5])[NH:6][c:7]2[c:8]([C:12](=[O:14])[NH:20][CH:21]3[CH2:22][CH2:23][N:24]([C:27](=[O:28])[O:29][C:30]([CH3:31])([CH3:32])[CH3:33])[CH2:25][CH2:26]3)[n:9][nH:10][cH:11]2)[c:15]([Cl:19])[cH:16][cH:17][cH:18]1.